From a dataset of the Open Reaction Database (ORD), a public repository of structured organic reaction records. describe an organic reaction: reactants, conditions, products, and yield The reactants are COC(=O)C1=NC2=C(C=C(C=C2C(=C1)OCOCC[Si](C)(C)C)OC)N1CCN(CCC1)C (6-methoxy-8-(4-methyl-[1,4]diazepan-1-yl)-4-(2-trimethylsilanyl-ethoxymethoxy)-quinoline-2-carboxylic acid methyl ester), O1CCCC1 (tetrahydrofuran), O.[OH-].[Li+] (lithium hydroxide monohydrate), Cl (HCl). Run in O (water), CO (methanol). Conditions: time 5 hour. The product is COC=1C=C2C(C=C(NC2=C(C1)N1CCN(CCC1)C)C(=O)O)=O (6-Methoxy-8-(4-methyl-[1,4]diazepan-1-yl)-4-oxo-1,4-dihydro-quinoline-2-carboxylic acid). Reaction SMILES: C[O:2][C:3]([C:5]1[CH:14]=[C:13]([O:15]COCC[Si](C)(C)C)[C:12]2[C:7](=[C:8]([N:26]3[CH2:32][CH2:31][CH2:30][N:29]([CH3:33])[CH2:28][CH2:27]3)[CH:9]=[C:10]([O:24][CH3:25])[CH:11]=2)[N:6]=1)=[O:4].O1CCCC1.O.[OH-].[Li+].Cl>O.CO>[CH3:25][O:24][C:10]1[CH:11]=[C:12]2[C:7](=[C:8]([N:26]3[CH2:32][CH2:31][CH2:30][N:29]([CH3:33])[CH2:28][CH2:27]3)[CH:9]=1)[NH:6][C:5]([C:3]([OH:4])=[O:2])=[CH:14][C:13]2=[O:15] |f:2.3.4|. Procedure details: To a light brown solution of 6-methoxy-8-(4-methyl-[1,4]diazepan-1-yl)-4-(2-trimethylsilanyl-ethoxymethoxy)-quinoline-2-carboxylic acid methyl ester (1.00 g, 2.10 mmol) in 18 mL 3:1:1 tetrahydrofuran:methanol:water was added lithium hydroxide monohydrate (0.267 g, 6.35 mmol). The reaction mixture was stirred at room temperature for 5 hours, acidified to pH 4 with 1 N HCl, and stirred an additional 20 minutes. The reaction mixture was concentrated and dried under high vacuum to afford an orange f...